From a dataset of the Open Reaction Database (ORD), a public repository of structured organic reaction records. describe an organic reaction: reactants, conditions, products, and yield Reactants: CC#N, Cc1ccccc1, NO, O=C(OC1C(=O)OC(=O)C1OC(=O)c1ccccc1)c1ccccc1, O. Yields the product O=C(OC1C(=O)N(O)C(=O)C1OC(=O)c1ccccc1)c1ccccc1. As a reaction SMILES: [CH3:28][C:29]#[N:30].[CH3:32][c:33]1[cH:34][cH:35][cH:36][cH:37][cH:38]1.[NH2:26][OH:27].[O:1]=[C:2]1[O:3][C:4](=[O:25])[CH:5]([O:16][C:17]([c:18]2[cH:19][cH:20][cH:21][cH:22][cH:23]2)=[O:24])[CH:6]1[O:7][C:8]([c:9]1[cH:10][cH:11][cH:12][cH:13][cH:14]1)=[O:15].[OH2:31]>>[O:1]=[C:2]1[CH:6]([O:7][C:8]([c:9]2[cH:10][cH:11][cH:12][cH:13][cH:14]2)=[O:15])[CH:5]([O:16][C:17]([c:18]2[cH:19][cH:20][cH:21][cH:22][cH:23]2)=[O:24])[C:4](=[O:3])[N:26]1[OH:27]. Reactants: C(C1=CC=CC=C1)OC(=O)N1CC(CC2=CC=CC=C12)C=O (N-benzyloxycarbonyl-3(R,S)-formyl-1,2,3,4-tetrahydroquinoline), C(CCC)NC([C@@H](C[C@@H]([C@H](CC(CC(=O)N1CC(CC2=CC=CC=C12)COCC=C)(C)C)NC(=O)OC(C)(C)C)O)C)=O (5(S)-tert-butoxycarbonylamino-4(S)-hydroxy-2(R),7,7-trimethyl-8-[3(R,S)-allyloxymethyl-1,2,3,4-tetrahydroquinolin-1-ylcarbonyl]-octanoic acid (N-butyl)amide), [Br-].COCC[P+](C1=CC=CC=C1)(C1=CC=CC=C1)C1=CC=CC=C1 (methoxyethyl-triphenylphosphonium bromide), C[Si](C)(C)[N-][Si](C)(C)C.[Na+] (sodium bis(trimethylsilyl)amide). The product is C(C1=CC=CC=C1)OC(=O)N1CC(CC2=CC=CC=C12)C=CCOC (N-Benzyloxycarbonyl-3(R,S)-(1-methoxyprop-2-en-3-yl)-1,2,3,4-tetrahydroquinoline). RXN SMILES: [CH2:1]([O:8][C:9]([N:11]1[C:20]2[C:15](=[CH:16][CH:17]=[CH:18][CH:19]=2)[CH2:14][CH:13]([CH:21]=O)[CH2:12]1)=[O:10])[C:2]1[CH:7]=[CH:6][CH:5]=[CH:4][CH:3]=1.[Br-].[CH3:24][O:25][CH2:26][CH2:27][P+](C1C=CC=CC=1)(C1C=CC=CC=1)C1C=CC=CC=1.C[Si]([N-][Si](C)(C)C)(C)C.[Na+].C(NC(=O)[C@H](C)C[C@H](O)[C@@H](NC(OC(C)(C)C)=O)CC(C)(C)CC(N1C2C(=CC=CC=2)CC(COCC=C)C1)=O)CCC>>[CH2:1]([O:8][C:9]([N:11]1[C:20]2[C:15](=[CH:16][CH:17]=[CH:18][CH:19]=2)[CH2:14][CH:13]([CH:21]=[CH:27][CH2:26][O:25][CH3:24])[CH2:12]1)=[O:10])[C:2]1[CH:7]=[CH:6][CH:5]=[CH:4][CH:3]=1 |f:1.2,3.4|. Procedure: The title compound is prepared in a manner analogous to that described in Example 137b) starting from 1.50 g of N-benzyloxycarbonyl-3(R,S)-formyl-1,2,3,4-tetrahydroquinoline, 3.1 g of methoxyethyl-triphenylphosphonium bromide and 2.0 g of sodium bis(trimethylsilyl)amide: Rf (A)=0.55. The reactants are COC1=CC=C(C(=O)NC=2C(=CC=CC2)NC(=O)C2CCNCC2)C=C1 (N1-(4-methoxybenzoyl)-N2-(piperidin-4-ylcarbonyl)-1,2-benzenediamine), N1=C(C=CC=C1)C=O (2-pyridinecarboxaldehyde). Product: COC1=CC=C(C(=O)NC=2C(=CC=CC2)NC(=O)C2CCN(CC2)CC2=NC=CC=C2)C=C1 (N1-(4-Methoxybenzoyl)-N2-[1-(2-pyridylmethyl)piperidin-4-ylcarbonyl]-1,2-benzenediamine). RXN SMILES: [CH3:1][O:2][C:3]1[CH:26]=[CH:25][C:6]([C:7]([NH:9][C:10]2[C:11]([NH:16][C:17]([CH:19]3[CH2:24][CH2:23][NH:22][CH2:21][CH2:20]3)=[O:18])=[CH:12][CH:13]=[CH:14][CH:15]=2)=[O:8])=[CH:5][CH:4]=1.[N:27]1[CH:32]=[CH:31][CH:30]=[CH:29][C:28]=1[CH:33]=O>>[CH3:1][O:2][C:3]1[CH:4]=[CH:5][C:6]([C:7]([NH:9][C:10]2[C:11]([NH:16][C:17]([CH:19]3[CH2:20][CH2:21][N:22]([CH2:33][C:28]4[CH:29]=[CH:30][CH:31]=[CH:32][N:27]=4)[CH2:23][CH2:24]3)=[O:18])=[CH:12][CH:13]=[CH:14][CH:15]=2)=[O:8])=[CH:25][CH:26]=1. Reported procedure: Using the general procedure described in Example 3, N1-(4-methoxybenzoyl)-N2-(piperidin-4-ylcarbonyl)-1,2-benzenediamine (0.070 mmol) was reacted with 2-pyridinecarboxaldehyde to provide 44 mg of the title product as the free base. Treatment with hydrochloric acid and concentration in vacuo yielded the salt of the title compound. Starting materials: CO, CCOC(=O)CC1CCc2c1[nH]c1ccc(OCc3ccc(C4CCCC4)c(C(F)(F)F)c3)cc21, Cl, [Li+], C1CCOC1, [OH-], O, O. The product is O=C(O)CC1CCc2c1[nH]c1ccc(OCc3ccc(C4CCCC4)c(C(F)(F)F)c3)cc21. RXN SMILES: [CH3:36][OH:37].[CH:1]1([c:6]2[c:7]([C:32]([F:33])([F:34])[F:35])[cH:8][c:9]([CH2:10][O:11][c:12]3[cH:13][c:14]4[c:15]5[c:16]([nH:17][c:18]4[cH:19][cH:20]3)[CH:21]([CH2:24][C:25](=[O:26])[O:27][CH2:28][CH3:29])[CH2:22][CH2:23]5)[cH:30][cH:31]2)[CH2:2][CH2:3][CH2:4][CH2:5]1.[ClH:41].[Li+:39].[O:43]1[CH2:44][CH2:45][CH2:46][CH2:47]1.[OH-:38].[OH2:40].[OH2:42]>>[CH:1]1([c:6]2[c:7]([C:32]([F:33])([F:34])[F:35])[cH:8][c:9]([CH2:10][O:11][c:12]3[cH:13][c:14]4[c:15]5[c:16]([nH:17][c:18]4[cH:19][cH:20]3)[CH:21]([CH2:24][C:25](=[O:26])[OH:27])[CH2:22][CH2:23]5)[cH:30][cH:31]2)[CH2:2][CH2:3][CH2:4][CH2:5]1.